From a dataset of the Open Reaction Database (ORD), a public repository of structured organic reaction records. describe an organic reaction: reactants, conditions, products, and yield Starting materials: NC=1C=CC(=C(C1)NC=1OC(=CN1)C1=CC=C(C#N)C=C1)C (4-[2-(5-Amino-2-methyl-phenylamino)-oxazol-5-yl]-benzonitrile), COC=1C=C(C=C(C1)OC)NC(C)=O (N-(3,5-dimethoxyphenyl)-acetamide), NC=1C=CC(=C(C1)NC(C)=O)C (N-(5-amino-2-methyl-phenyl)-acetamide). The product is COC=1C=C(C=C(C1)OC)NC=1OC(=CN1)C1=CC=C(C#N)C=C1 (4-[2-(3,5-Dimethoxy-phenylamino)-oxazol-5-yl]-benzonitrile). Yield: 85.0%. RXN SMILES: NC1C=CC(C)=C(NC2O[C:11]([C:14]3[CH:21]=[CH:20][C:17]([C:18]#[N:19])=[CH:16][CH:15]=3)=[CH:12][N:13]=2)C=1.[CH3:23][O:24][C:25]1[CH:26]=[C:27]([NH:33][C:34](=[O:36])C)[CH:28]=[C:29]([O:31][CH3:32])[CH:30]=1.NC1C=CC(C)=C(NC(=O)C)C=1>>[CH3:23][O:24][C:25]1[CH:26]=[C:27]([NH:33][C:34]2[O:36][C:11]([C:14]3[CH:21]=[CH:20][C:17]([C:18]#[N:19])=[CH:16][CH:15]=3)=[CH:12][N:13]=2)[CH:28]=[C:29]([O:31][CH3:32])[CH:30]=1. Procedure details: The same procedure outlined above in the preparation of 4-[2-(5-Amino-2-methyl-phenylamino)-oxazol-5-yl]-benzonitrile was used. However N-(3,5-dimethoxyphenyl)-acetamide was used instead N-(5-amino-2-methyl-phenyl)-acetamide. Yield=85%. The reactants are CCC1CNCCN1, NS(N)(=O)=O, C1COCCO1. Product: CCC1CN(S(N)(=O)=O)CCN1. As a reaction SMILES: [CH2:1]([CH3:2])[CH:3]1[CH2:4][NH:5][CH2:6][CH2:7][NH:8]1.[NH2:9][S:10]([NH2:11])(=[O:12])=[O:13].[O:14]1[CH2:15][CH2:16][O:17][CH2:18][CH2:19]1>>[CH2:1]([CH3:2])[CH:3]1[CH2:4][N:5]([S:10]([NH2:9])(=[O:12])=[O:13])[CH2:6][CH2:7][NH:8]1.